This data is from the Open Reaction Database (ORD), a public repository of structured organic reaction records. The task is: describe an organic reaction: reactants, conditions, products, and yield Product: COC(=O)C(=O)Nc1ncc(Cl)s1. The reactants are COC(=O)C(=O)Cl, Nc1ncc(Cl)s1. As a reaction SMILES: [Cl:8][C:9]([C:10](=[O:11])[O:12][CH3:13])=[O:14].[NH2:1][c:2]1[s:3][c:4]([Cl:7])[cH:5][n:6]1>>[NH:1]([c:2]1[s:3][c:4]([Cl:7])[cH:5][n:6]1)[C:9]([C:10](=[O:11])[O:12][CH3:13])=[O:14]. The reactants are [Al+3], N#CC(O)C(Cc1ccccc1)N(Cc1ccccc1)Cc1ccccc1, CCOC(C)=O, CCOCC, [H-], [H-], [H-], [H-], [Li+], [Na+], [OH-]. Product: NCC(O)C(Cc1ccccc1)N(Cc1ccccc1)Cc1ccccc1. As a reaction SMILES: [Al+3:29].[CH2:1]([c:2]1[cH:3][cH:4][cH:5][cH:6][cH:7]1)[N:8]([CH:9]([CH:10]([C:11]#[N:12])[OH:13])[CH2:14][c:15]1[cH:16][cH:17][cH:18][cH:19][cH:20]1)[CH2:21][c:22]1[cH:23][cH:24][cH:25][cH:26][cH:27]1.[CH3:34][CH2:35][O:36][C:37]([CH3:38])=[O:39].[CH3:42][CH2:43][O:44][CH2:45][CH3:46].[H-:28].[H-:31].[H-:32].[H-:33].[Li+:30].[Na+:41].[OH-:40]>>[CH2:1]([c:2]1[cH:3][cH:4][cH:5][cH:6][cH:7]1)[N:8]([CH:9]([CH:10]([CH2:11][NH2:12])[OH:13])[CH2:14][c:15]1[cH:16][cH:17][cH:18][cH:19][cH:20]1)[CH2:21][c:22]1[cH:23][cH:24][cH:25][cH:26][cH:27]1. Reactants: ClC1=NC(=C2N=CN(C2=N1)C(CC)CC)Cl (2,6-dichoro-9-(1-ethylpropyl)-9H-purine), C(CC)N (propylamine). The solvent is C(CCC)O (butanol). Conditions: time 5 hour. The product is ClC1=NC(=C2N=CN(C2=N1)C(CC)CC)NCCC (2-chloro-9-(1-ethylpropyl)-N-propyl-9H-purin-6-amine). As a reaction SMILES: [Cl:1][C:2]1[N:10]=[C:9]2[C:5]([N:6]=[CH:7][N:8]2[CH:11]([CH2:14][CH3:15])[CH2:12][CH3:13])=[C:4](Cl)[N:3]=1.[CH2:17]([NH2:20])[CH2:18][CH3:19]>C(O)CCC>[Cl:1][C:2]1[N:10]=[C:9]2[C:5]([N:6]=[CH:7][N:8]2[CH:11]([CH2:14][CH3:15])[CH2:12][CH3:13])=[C:4]([NH:20][CH2:17][CH2:18][CH3:19])[N:3]=1. Procedure: The operation is carried out as in Stage 2 of Example 3 from 200 mg of the product obtained in Stage 1 of Example 3 and 4 ml of butanol and using 0.129 ml of propylamine in place of the benzylamine. Agitation is carried out at ambient temperature then the reaction medium is taken to a temperature of 80 to 85° C. for 5 hours, left to return to ambient temperature, followed by evaporating to dryness then impasting in 5 ml of pentane at ambient temperature, separating, washing and drying at a tempe... Starting materials: [PH2](=O)[O-].[Na+] (sodium hypophosphite), [PH2](=O)[O-].[Na+] (sodium hypophosphite), CC=1C=C2C(=C(NC2=CC1)C1=CC=CC=C1)C(C(=O)OCC)=O (ethyl 5-methyl-α-oxo-2-phenyl-1H-indole-3-acetate), [PH2](=O)[O-].[Na+] (sodium hypophosphite). The reagents and catalysts are [Pd] (palladium on carbon), [Pd] (palladium on carbon), [Pd] (palladium on carbon). Solvent: O1CCOCC1 (dioxane), O1CCOCC1 (dioxane), O (water). Yields the product CC=1C=C2C(=C(NC2=CC1)C1=CC=CC=C1)CC(=O)OCC (Ethyl 5-Methyl-2-phenyl-1H-indole-3-acetate). The yield is 45.8%. Reaction SMILES: [CH3:1][C:2]1[CH:3]=[C:4]2[C:8](=[CH:9][CH:10]=1)[NH:7][C:6]([C:11]1[CH:16]=[CH:15][CH:14]=[CH:13][CH:12]=1)=[C:5]2[C:17](=O)[C:18]([O:20][CH2:21][CH3:22])=[O:19].[PH2]([O-])=O.[Na+]>[Pd].O1CCOCC1.O>[CH3:1][C:2]1[CH:3]=[C:4]2[C:8](=[CH:9][CH:10]=1)[NH:7][C:6]([C:11]1[CH:16]=[CH:15][CH:14]=[CH:13][CH:12]=1)=[C:5]2[CH2:17][C:18]([O:20][CH2:21][CH3:22])=[O:19] |f:1.2|. Reported procedure: A suspension of palladium on carbon (10%, 1 g) in dioxane (50 mL) was added to a solution of ethyl 5-methyl-α-oxo-2-phenyl-1H-indole-3-acetate (Description 4, 3.66 g) in dioxane (250 mL). A solution of sodium hypophosphite (10 g) in water (10 mL) was added and the mixture was heated under reflux for 10 h. Further palladium on carbon (10%, 1 g) and sodium hypophosphite (10 g) were added and the mixture was heated under reflux for 24 h. Further palladium on carbon (10%, 1 g) and sodium hypophosphi... Reactants: C(C)OC(=O)NCCS(=O)CC(=O)OCC (ethyl 2-[2-(ethoxycarbonylamino)ethylsulfinyl]acetate), [OH-].[Na+] (sodium hydroxide). Solvent: O (water). Conditions: time 2 hour. The product is C(C)OC(=O)NCCS(=O)CC(=O)O (2-[2-(ethoxycarbonylamino)ethylsulfinyl]acetic acid). Isolated yield 68.5%. As a reaction SMILES: [CH2:1]([O:3][C:4]([NH:6][CH2:7][CH2:8][S:9]([CH2:11][C:12]([O:14]CC)=[O:13])=[O:10])=[O:5])[CH3:2].[OH-].[Na+]>O>[CH2:1]([O:3][C:4]([NH:6][CH2:7][CH2:8][S:9]([CH2:11][C:12]([OH:14])=[O:13])=[O:10])=[O:5])[CH3:2] |f:1.2|. Procedure: There was added 30 g (0.12 mol) of ethyl 2-[2-(ethoxycarbonylamino)ethylsulfinyl]acetate to a solution of 9.56 g of sodium hydroxide dissolved in 120 ml of water, and the mixture was stirred for 2 hours at room temperature and washed with ethyl acetate. The alkaline phase was separated and acidified with conc. HCl under cooling with ice, and the solvent was removed under reduced pressure. The residue was dissolved in ethanol and the insoluble substance was removed by filtration. The filtrate was... The reactants are S(O)(O)(=O)=O (sulfuric acid), ClC1=CC=C(CC2=C3CCC(C3=CC=C2)C#N)C=C1 (4-(p-chlorobenzyl)indan-1-carbonitrile), O (water). Yields the product C1(CCC2=CC=CC=C12)C(=O)O (indan-1-carboxylic acid). Reaction SMILES: S(=O)(=O)(O)[OH:2].ClC1C=CC(C[C:12]2[CH:20]=[CH:19][CH:18]=[C:17]3[C:13]=2[CH2:14][CH2:15][CH:16]3[C:21]#N)=CC=1.[OH2:25]>>[CH:16]1([C:21]([OH:2])=[O:25])[C:17]2[C:13](=[CH:12][CH:20]=[CH:19][CH:18]=2)[CH2:14][CH2:15]1. Procedure details: To 60 % sulfuric acid is added 3.0 g. of 4-(p-chlorobenzyl)indan-1-carbonitrile and the mixture is refluxed in a current of nitrogen gas for 2 hours. After cooling, water is added and the mixture is extracted with ether. The ethereal solution is washed with water and extracted with a 5 % aqueous solution of potassium carbonate. The extract is rendered acidic with hydrochloric acid and the resultant precipitate is extracted with chloroform. The chloroform layer is washed with water and dried. The... Reactants: [I-].[Na+] (sodium iodide), ClCCCCCS(=O)(=O)N(C)CC(C(C(F)(F)F)(F)F)(F)F (5-chloro-N-(2,2,3,3,4,4,4-heptafluorobutyl)-N-methyl-pentanesulfonamide). Solvent: C(C)C(=O)C (methyl ethyl ketone). The product is FC(CN(S(=O)(=O)CCCCCI)C)(C(C(F)(F)F)(F)F)F (N-(2,2,3,3,4,4,4-heptafluorobutyl)-5-iodo-N-methyl-pentanesulfonamide). The yield is 96.6%. RXN SMILES: [I-:1].[Na+].Cl[CH2:4][CH2:5][CH2:6][CH2:7][CH2:8][S:9]([N:12]([CH2:14][C:15]([F:24])([F:23])[C:16]([F:22])([F:21])[C:17]([F:20])([F:19])[F:18])[CH3:13])(=[O:11])=[O:10]>C(C(C)=O)C>[F:23][C:15]([F:24])([C:16]([F:22])([F:21])[C:17]([F:20])([F:19])[F:18])[CH2:14][N:12]([CH3:13])[S:9]([CH2:8][CH2:7][CH2:6][CH2:5][CH2:4][I:1])(=[O:11])=[O:10] |f:0.1|. Procedure details: 300 mg of sodium iodide were added to a solution of 355 mg of the product of Step A in 3 ml of methyl ethyl ketone and the mixture was refluxed for 4 hours. After evaporation of the solvent, the residue was taken up in water and extracted with ethyl acetate. The extracts were washed with an aqueous solution of sodium thiosulfate, then of sodium chloride, and evaporated to dryness under reduced pressure to obtain 425 mg of the expected product in the form of a colourless oil which slowly crystall...